From a dataset of the Open Reaction Database (ORD), a public repository of structured organic reaction records. describe an organic reaction: reactants, conditions, products, and yield The reactants are CC(C)(C)OC(=O)Nc1ccc2c(c1)[nH]c1cc(OCc3ccccc3)ccc12, Cl, C1COCCO1. Yields the product Nc1ccc2c(c1)[nH]c1cc(OCc3ccccc3)ccc12. As a reaction SMILES: [CH2:1]([c:2]1[cH:3][cH:4][cH:5][cH:6][cH:7]1)[O:8][c:9]1[cH:10][cH:11][c:12]2[c:13]3[cH:14][cH:15][c:16]([NH:22][C:23](=[O:24])[O:25][C:26]([CH3:27])([CH3:28])[CH3:29])[cH:17][c:18]3[nH:19][c:20]2[cH:21]1.[ClH:30].[O:31]1[CH2:32][CH2:33][O:34][CH2:35][CH2:36]1>>[CH2:1]([c:2]1[cH:3][cH:4][cH:5][cH:6][cH:7]1)[O:8][c:9]1[cH:10][cH:11][c:12]2[c:13]3[cH:14][cH:15][c:16]([NH2:22])[cH:17][c:18]3[nH:19][c:20]2[cH:21]1. Starting materials: ClC1=CC(=CC=C1)C(=O)OO (m-chloroperbenzoic acid), CSC1=NC=C(C=N1)C(=O)OCC (ethyl 2-(methylthio)pyrimidine-5-carboxylate), NC1=CC=CC=C1 (aniline). Run in C(=O)([O-])C(O)C(O)C(=O)[O-].[Na+].[K+] ((+)-potassium sodium tartrate), C(C)(=O)OCC (ethyl acetate), ClCCl (dichloromethane), ClCCl (dichloromethane). Reaction conditions: time 1 hour. Product: C1(=CC=CC=C1)NC1=NC=C(C=N1)C(=O)OCC (ethyl 2-(phenylamino)pyrimidine-5-carboxylate). Yield: 88.8%. Reaction SMILES: CS[C:3]1[N:8]=[CH:7][C:6]([C:9]([O:11][CH2:12][CH3:13])=[O:10])=[CH:5][N:4]=1.ClC1C=CC=C(C(OO)=O)C=1.[NH2:25][C:26]1[CH:31]=[CH:30][CH:29]=[CH:28][CH:27]=1>ClCCl.C(C(C(C([O-])=O)O)O)([O-])=O.[Na+].[K+].C(OCC)(=O)C>[C:26]1([NH:25][C:3]2[N:8]=[CH:7][C:6]([C:9]([O:11][CH2:12][CH3:13])=[O:10])=[CH:5][N:4]=2)[CH:31]=[CH:30][CH:29]=[CH:28][CH:27]=1 |f:4.5.6|. Procedure details: Ethyl 2-(methylthio)pyrimidine-5-carboxylate (0.800 g, 4.03 mmol) obtained in Step 1 was dissolved in dichloromethane (40 mL), and m-chloroperbenzoic acid (1.61 g, 6.06 mmol) was added to the solution, followed by stirring at room temperature for 1 hour. After the reaction mixture was diluted with dichloromethane, the dilute solution was washed with a saturated aqueous sodium hydrogen carbonate solution and water, and dried over anhydrous magnesium sulfate and concentrated under reduced pressure... The reactants are FC(C1=CC=C(CC(C#N)C#N)C=C1)(F)F ((4-(trifluoromethyl)benzyl)malononitrile), compound ( 87 ), [H-].[Na+] (sodium hydride), BrCCCCCl (1-bromo-4-chlorobutane). The solvent is CN(C=O)C (N,N-dimethylformamide). Yields the product ClCCCCC(C#N)(C#N)CC1=CC=C(C=C1)C(F)(F)F (2-(4-chlorobutyl)-2-(4-(trifluoromethyl)benzyl)malononitrile). The yield is 64.8%. Reaction SMILES: [F:1][C:2]([F:16])([F:15])[C:3]1[CH:14]=[CH:13][C:6]([CH2:7][CH:8]([C:11]#[N:12])[C:9]#[N:10])=[CH:5][CH:4]=1.[H-].[Na+].Br[CH2:20][CH2:21][CH2:22][CH2:23][Cl:24]>CN(C)C=O>[Cl:24][CH2:23][CH2:22][CH2:21][CH2:20][C:8]([CH2:7][C:6]1[CH:5]=[CH:4][C:3]([C:2]([F:15])([F:16])[F:1])=[CH:14][CH:13]=1)([C:11]#[N:12])[C:9]#[N:10] |f:1.2|. Reported procedure: Using 0.22 g of (4-(trifluoromethyl)benzyl)malononitrile, 3 ml of N,N-dimethylformamide, 0.05 g of sodium hydride (60% in oil), and 0.34 g of 1-bromo-4-chlorobutane, and according to the process described in the Production Example 1, there was obtained 0.20 g of 2-(4-chlorobutyl)-2-(4-(trifluoromethyl)benzyl)malononitrile (the present compound (87)). Reactants: N(=[N+]=[N-])C(C(=O)OC)=CC1=C(C=CC=C1)Cl (Methyl 2-azido-3-(2-chlorophenyl)-propenoate). Solvent: C1(=CC=CC=C1)C (toluene). Reaction conditions: time 8 hour. The product is COC(=O)C=1NC2=CC=CC(=C2C1)Cl (4-Chloroindole-2-carboxylic acid methyl ester). RXN SMILES: [N:1]([C:4](=[CH:9][C:10]1[CH:15]=[CH:14][CH:13]=[CH:12][C:11]=1[Cl:16])[C:5]([O:7][CH3:8])=[O:6])=[N+]=[N-]>C1(C)C=CC=CC=1>[CH3:8][O:7][C:5]([C:4]1[NH:1][C:15]2[C:10]([CH:9]=1)=[C:11]([Cl:16])[CH:12]=[CH:13][CH:14]=2)=[O:6]. Procedure details: Methyl 2-azido-3-(2-chlorophenyl)-propenoate (3.566 g, 144 mmol) was suspended in toluene (800 ml) and the mixture was heated at reflux for three hours, then cooled and allowed to stir at room temperature overnight. A yellow crystalline material was obtained by filtration and recrystallised from hexane. The reactants are CC(C)(C)OC(=O)CNc1cc(C#N)nc2ccc(C(F)(F)F)cc12, C1CCOC1, CCO. Product: CC(C)(C)OC(=O)CNc1cc(C(N)=O)nc2ccc(C(F)(F)F)cc12. RXN SMILES: [C:1](#[N:2])[c:3]1[n:4][c:5]2[cH:6][cH:7][c:8]([C:22]([F:23])([F:24])[F:25])[cH:9][c:10]2[c:11]([NH:13][CH2:14][C:15](=[O:16])[O:17][C:18]([CH3:19])([CH3:20])[CH3:21])[cH:12]1.[CH2:26]1[CH2:29][CH2:28][CH2:27][O:30]1.[CH3:31][CH2:32][OH:33]>>[C:1]([NH2:2])([c:3]1[n:4][c:5]2[cH:6][cH:7][c:8]([C:22]([F:23])([F:24])[F:25])[cH:9][c:10]2[c:11]([NH:13][CH2:14][C:15](=[O:16])[O:17][C:18]([CH3:19])([CH3:20])[CH3:21])[cH:12]1)=[O:30]. Reactants: ice water, O[C@H](CC(=O)OCC)C (ethyl (S)-3-hydroxybutanoate), N1C=NC=C1 (imidazole), [Si](C)(C)(C(C)(C)C)Cl (t-butyldimethylsilyl chloride). Solvent: CN(C=O)C (dimethylformamide). Run at time 12 hour. The product is [Si](C)(C)(C(C)(C)C)O[C@H](CC(=O)OCC)C (ethyl (S)-3-t-butyldimethylsilyloxybutanoate). Yield: 79.1%. Reaction SMILES: [OH:1][C@@H:2]([CH3:9])[CH2:3][C:4]([O:6][CH2:7][CH3:8])=[O:5].N1C=CN=C1.[Si:15](Cl)([C:18]([CH3:21])([CH3:20])[CH3:19])([CH3:17])[CH3:16]>CN(C)C=O>[Si:15]([O:1][C@@H:2]([CH3:9])[CH2:3][C:4]([O:6][CH2:7][CH3:8])=[O:5])([C:18]([CH3:21])([CH3:20])[CH3:19])([CH3:17])[CH3:16]. Reported procedure: To a solution of 8 g of ethyl (S)-3-hydroxybutanoate and 6.2 g of imidazole in 40 ml of dimethylformamide was added 10.9 g of t-butyldimethylsilyl chloride at room temperature, the mixture was stirred for 12 hours, and the solution was poured into ice water and extracted with ether. The extract was washed with a saturated aqueous solution of sodium hydrogencarbonate, water and then a saturated aqueous solution of sodium chloride and dehydrated over magnesium sulfate, the solvent was removed by d...